Dataset: the Open Reaction Database (ORD), a public repository of structured organic reaction records. Task: describe an organic reaction: reactants, conditions, products, and yield Reactants: [OH-].[Na+] (sodium hydroxide), [H-].[Al+3].[Li+].[H-].[H-].[H-] (lithium aluminum hydride), [Cl-].[Al+3].[Cl-].[Cl-] (aluminum chloride), CN1C(C(OC2=C3C1=C1CCCCC1=NC3=CC=C2)C)=O (1,3-dimethyl-1,3,9,10,11,12-hexahydro-2H-quino[4,3,2-ef][1,4]benzoxazepin-2-one). The solvent is C(C)(=O)OCC (ethyl acetate), O1CCCC1 (tetrahydrofuran), O1CCCC1 (tetrahydrofuran). Product: CN1CC(OC2=C3C1=C1CCCCC1=NC3=CC=C2)C (1,3-Dimethyl-2,3,9,10,11,12-hexahydro-1H-quino[4,3,2-ef][1,4]benzoxazepine). Isolated yield 58.6%. RXN SMILES: [H-].[Al+3].[Li+].[H-].[H-].[H-].[Cl-].[Al+3].[Cl-].[Cl-].[CH3:11][N:12]1[C:18]2=[C:19]3[C:24](=[N:25][C:26]4=[CH:27][CH:28]=[CH:29][C:16](=[C:17]24)[O:15][CH:14]([CH3:30])[C:13]1=O)[CH2:23][CH2:22][CH2:21][CH2:20]3.[OH-].[Na+]>O1CCCC1.C(OCC)(=O)C>[CH3:11][N:12]1[C:18]2=[C:19]3[C:24](=[N:25][C:26]4=[CH:27][CH:28]=[CH:29][C:16](=[C:17]24)[O:15][CH:14]([CH3:30])[CH2:13]1)[CH2:23][CH2:22][CH2:21][CH2:20]3 |f:0.1.2.3.4.5,6.7.8.9,11.12|. Reported procedure: To a solution of lithium aluminum hydride in tetrahydrofuran (1M, 10.0 ml) and dry tetrahydrofuran (30 ml) was added aluminum chloride (1.86 g) in portions, with stirring. The reaction mixture was stirred for five mins and 1,3-dimethyl-1,3,9,10,11,12-hexahydro-2H-quino[4,3,2-ef][1,4]benzoxazepin-2-one (3.95 g) was added. After stirring for 30 min, ethyl acetate (200 ml) and 10% sodium hydroxide solution (200 ml) were added, and the organic layer was separated, dried over anhydrous magnesium sulf... Reactants: C(C=C)OC(=O)N1CCC(=C[C@@H]1C)C=1N=C(SC1)SC1=C(N2C([C@@H]([C@H]2[C@H]1C)[C@@H](C)O)=O)C(=O)OCC=C (allyl (4R,5S,6S)-3-[(4-{(6S)-1-[(allyloxy)carbonyl]-6-methyl-1,2,3,6-tetrahydro-4-pyridinyl}-1,3-thiazol-2-yl)sulfanyl]-6-[(1R)-1-hydroxyethyl]-4-methyl-7-oxo-1-azabicyclo[3.2.0]hept-2-ene-2-carboxylate), C(C)(=O)O (acetic acid), C(CCC)[SnH](CCCC)CCCC (tributyltin hydride), bis(triphenylphosphine)palladium chloride(II), P(=O)([O-])([O-])[O-] (phosphate). Run in ClCCl (dichloromethane). Yields the product O[C@H](C)[C@@H]1[C@H]2[C@H](C(=C(N2C1=O)C(=O)O)SC=1SC=C(N1)C=1CCN[C@H](C1)C)C ((4R,5S,6S)-6-[(1R)-1-hydroxyethyl]-4-methyl-3-({4-[(6S)-6-methyl-1,2,3,6-tetrahydro-4-pyridinyl]-1,3-thiazol-2-yl}sulfanyl)-7-oxo-1-azabicyclo[3.2.0]hept-2-ene-2-carboxylic acid). The yield is 73.3%. RXN SMILES: C(OC([N:7]1[C@@H:12]([CH3:13])[CH:11]=[C:10]([C:14]2[N:15]=[C:16]([S:19][C:20]3[C@H:26]([CH3:27])[C@H:25]4[N:22]([C:23](=[O:31])[C@@H:24]4[C@H:28]([OH:30])[CH3:29])[C:21]=3[C:32]([O:34]CC=C)=[O:33])[S:17][CH:18]=2)[CH2:9][CH2:8]1)=O)C=C.C(O)(=O)C.C([SnH](CCCC)CCCC)CCC.P([O-])([O-])([O-])=O>ClCCl>[OH:30][C@@H:28]([C@H:24]1[C:23](=[O:31])[N:22]2[C@@H:25]1[C@@H:26]([CH3:27])[C:20]([S:19][C:16]1[S:17][CH:18]=[C:14]([C:10]3[CH2:9][CH2:8][NH:7][C@@H:12]([CH3:13])[CH:11]=3)[N:15]=1)=[C:21]2[C:32]([OH:34])=[O:33])[CH3:29]. Procedure: To a solution of allyl (4R,5S,6S)-3-[(4-{(6S)-1-[(allyloxy)carbonyl]-6-methyl-1,2,3,6-tetrahydro-4-pyridinyl}-1,3-thiazol-2-yl)sulfanyl]-6-[(1R)-1-hydroxyethyl]-4-methyl-7-oxo-1-azabicyclo[3.2.0]hept-2-ene-2-carboxylate (270 mg, 0.49 mmol) in dichloromethane (10 ml) were added acetic acid (73 μl) and tributyltin hydride (1.23 ml, 4.6 mmol) and added at room temperature bis(triphenylphosphine)palladium chloride(II) (36 mg, 0.051 mmol). Ten minutes later the reaction mixture was poured into a mixt... The reactants are COC(=O)CBr, O=C([O-])[O-], N#Cc1ccccc1N, CN(C)C=O, [K+], [K+]. The product is COC(=O)CNc1ccccc1C#N. As a reaction SMILES: [Br:10][CH2:11][C:12](=[O:13])[O:14][CH3:15].[C:16](=[O:17])([O-:18])[O-:19].[C:1](#[N:2])[c:3]1[c:4]([NH2:5])[cH:6][cH:7][cH:8][cH:9]1.[CH3:22][N:23]([CH3:24])[CH:25]=[O:26].[K+:20].[K+:21]>>[C:1](#[N:2])[c:3]1[c:4]([NH:5][CH2:11][C:12](=[O:13])[O:14][CH3:15])[cH:6][cH:7][cH:8][cH:9]1. RXN SMILES: Cl.[CH3:2][C:3]1([OH:8])[CH2:7][CH2:6][NH:5][CH2:4]1.C(=O)([O-])[O-].[K+].[K+].CS(O[CH2:20][CH:21]([C:28]1[CH:33]=[CH:32][CH:31]=[CH:30][CH:29]=1)[C:22]1[CH:27]=[CH:26][CH:25]=[CH:24][CH:23]=1)(=O)=O>C(#N)C>[C:22]1([CH:21]([C:28]2[CH:29]=[CH:30][CH:31]=[CH:32][CH:33]=2)[CH2:20][N:5]2[CH2:6][CH2:7][C:3]([CH3:2])([OH:8])[CH2:4]2)[CH:27]=[CH:26][CH:25]=[CH:24][CH:23]=1 |f:0.1,2.3.4|. Run at time 12 hour. Solvent: C(C)#N (acetonitrile), C(C)#N (acetonitrile). Procedure: According to Example 15, 3-methylpyrrolidin-3-ol hydrochloride was synthesized. To a 500 mL reaction flask were added 3-methylpyrrolidin-3-ol hydrochloride (11.46 g, 83 mmol), anhydrous potassium carbonate (28.75 g, 208 mmol) and acetonitrile (220 mL). To the resulting mixture was slowly added a solution of 2,2-diphenylethyl methanesulfonate (23 g, 83 mmol) in acetonitrile dropwisely at 85° C. The reaction was conducted for 12 hours. After the completion of reaction monitored by TLC, the resulti... Isolated yield 58.2%. Yields the product C1(=CC=CC=C1)C(CN1CC(CC1)(O)C)C1=CC=CC=C1 (1-(2,2-diphenylethyl)-3-methylpyrrolidin-3-ol). Reactants: Cl.CC1(CNCC1)O (3-methylpyrrolidin-3-ol hydrochloride), CS(=O)(=O)OCC(C1=CC=CC=C1)C1=CC=CC=C1 (2,2-diphenylethyl methanesulfonate), Cl.CC1(CNCC1)O (3-methylpyrrolidin-3-ol hydrochloride), C([O-])([O-])=O.[K+].[K+] (potassium carbonate). Reactants: O=C([O-])[O-], CC(=O)Oc1cc(Cl)ccc1C(=O)Nc1cc(-c2ccccc2)ccc1C(=O)OC(C)(C)C, CO, [K+], [K+], C1COCCO1. Product: CC(C)(C)OC(=O)c1ccc(-c2ccccc2)cc1NC(=O)c1ccc(Cl)cc1O. Reaction SMILES: [C:1](=[O:2])([O-:3])[O-:4].[C:7](=[O:8])([CH3:9])[O:10][c:11]1[c:12]([C:13](=[O:14])[NH:15][c:16]2[c:17]([C:18](=[O:19])[O:20][C:21]([CH3:22])([CH3:23])[CH3:24])[cH:25][cH:26][c:27](-[c:29]3[cH:30][cH:31][cH:32][cH:33][cH:34]3)[cH:28]2)[cH:35][cH:36][c:37]([Cl:39])[cH:38]1.[CH3:40][OH:41].[K+:5].[K+:6].[O:42]1[CH2:43][CH2:44][O:45][CH2:46][CH2:47]1>>[OH:10][c:11]1[c:12]([C:13](=[O:14])[NH:15][c:16]2[c:17]([C:18](=[O:19])[O:20][C:21]([CH3:22])([CH3:23])[CH3:24])[cH:25][cH:26][c:27](-[c:29]3[cH:30][cH:31][cH:32][cH:33][cH:34]3)[cH:28]2)[cH:35][cH:36][c:37]([Cl:39])[cH:38]1.